The task is: describe an organic reaction: reactants, conditions, products, and yield. This data is from the Open Reaction Database (ORD), a public repository of structured organic reaction records. Reactants: O=C1C(CCC1)CC(=O)O (2-(2-oxocyclopentyl)acetic acid), OS(=O)(=O)O (H2SO4), C(C)O (ethanol), resultant solution. Product: O=C1C(CCC1)CC(=O)OCC (Ethyl 2-(2-Oxocyclopentyl)acetate). RXN SMILES: [O:1]=[C:2]1[CH2:6][CH2:5][CH2:4][CH:3]1[CH2:7][C:8]([OH:10])=[O:9].OS(O)(=O)=O.[CH2:16](O)[CH3:17]>>[O:1]=[C:2]1[CH2:6][CH2:5][CH2:4][CH:3]1[CH2:7][C:8]([O:10][CH2:16][CH3:17])=[O:9]. Procedure details: To a solution of 2-(2-oxocyclopentyl)acetic acid (23.6 g, 166 mmol) in absolute ethanol (400 mL) was added H2SO4 (16.28 g, 166 mmol). The resultant solution was heated under reflux overnight. The reaction mixture was concentrated and the liquid residue was added into ice-water (200 mL). The aqueous mixture was extracted with DCM (3×200 mL). The combined organic layers were washed with H2O (300 mL), brine (300 mL), dried over Na2SO4, decanted, concentrated and dried under vacuum to afford the tit... Reactants: OC1=CC=C(C=C1)C=1OC2=C(C1)C=CC=C2 (2-p-hydroxyphenylbenzofuran), BrCCBr (1,2-dibromoethane), C([O-])([O-])=O.[K+].[K+] (potassium carbonate). Solvent: CCC(CC)=O (3-pentanone). Product: BrCCOC1=CC=C(C=C1)C=1OC2=C(C1)C=CC=C2 (2-[4'-(2-bromoethoxy)phenyl]benzofuran). As a reaction SMILES: [OH:1][C:2]1[CH:7]=[CH:6][C:5]([C:8]2[O:9][C:10]3[CH:16]=[CH:15][CH:14]=[CH:13][C:11]=3[CH:12]=2)=[CH:4][CH:3]=1.[Br:17][CH2:18][CH2:19]Br.C(=O)([O-])[O-].[K+].[K+]>CCC(=O)CC>[Br:17][CH2:18][CH2:19][O:1][C:2]1[CH:7]=[CH:6][C:5]([C:8]2[O:9][C:10]3[CH:16]=[CH:15][CH:14]=[CH:13][C:11]=3[CH:12]=2)=[CH:4][CH:3]=1 |f:2.3.4|. Procedure: A mixture of 10.5 g. (0.05 mol.) of 2-p-hydroxyphenylbenzofuran and 47 g. (0.25 mol.) of 1,2-dibromoethane in 200 ml. of 3-pentanone containing 46 g. (0.3 mol.) of potassium carbonate was heated at 100° for 12 hours. The mixture was filtered while hot and the solid remaining was washed with hot acetone. The combined filtrate and washings were concentrated to give 2-[4'-(2-bromoethoxy)phenyl]benzofuran. Starting materials: Fc1ccc(F)c(Br)c1, COc1ccc(N2CC(C)NC(C)C2)cc1N, ClCCl, O=S(=O)(Cl)Cl. Yields the product COc1ccc(N2CC(C)NC(C)C2)cc1NS(=O)(=O)c1cc(F)c(Br)cc1F. As a reaction SMILES: [Br:23][c:24]1[cH:25][c:26]([F:31])[cH:27][cH:28][c:29]1[F:30].[CH3:1][CH:2]1[CH2:3][N:4]([c:9]2[cH:10][cH:11][c:12]([O:16][CH3:17])[c:13]([NH2:14])[cH:15]2)[CH2:5][CH:6]([CH3:8])[NH:7]1.[Cl:32][CH2:33][Cl:34].[S:18](=[O:19])(=[O:20])([Cl:21])[Cl:22]>>[CH3:1][CH:2]1[CH2:3][N:4]([c:9]2[cH:10][cH:11][c:12]([O:16][CH3:17])[c:13]([NH:14][S:18](=[O:19])(=[O:20])[c:27]3[c:26]([F:31])[cH:25][c:24]([Br:23])[c:29]([F:30])[cH:28]3)[cH:15]2)[CH2:5][CH:6]([CH3:8])[NH:7]1. The reactants are COS(=O)(=O)OC, C=C(C)Cn1c(N)cc(=O)[nH]c1=O, [Na+], [OH-], O. Yields the product C=C(C)Cn1c(N)cc(=O)n(C)c1=O. As a reaction SMILES: [CH3:16][O:17][S:18]([O:19][CH3:20])(=[O:21])=[O:22].[NH2:1][c:2]1[cH:3][c:4](=[O:13])[nH:5][c:6](=[O:12])[n:7]1[CH2:8][C:9](=[CH2:10])[CH3:11].[Na+:15].[OH-:14].[OH2:23]>>[NH2:1][c:2]1[cH:3][c:4](=[O:13])[n:5]([CH3:16])[c:6](=[O:12])[n:7]1[CH2:8][C:9](=[CH2:10])[CH3:11].